Dataset: the Open Reaction Database (ORD), a public repository of structured organic reaction records. Task: describe an organic reaction: reactants, conditions, products, and yield The reactants are ClC=1C=CC2=C(C(=NCC=3N2C(=NN3)CCl)C3=CC=CC=C3)C1 (8-chloro-1-(chloromethyl)-6-phenyl-4H-s-triazolo[4,3-a][1,4]benzodiazepine), [I-].[K+] (potassium iodide), N1CCCC1 (pyrrolidine). Run in O1CCCC1 (tetrahydrofuran). The product is ClC=1C=CC2=C(C(=NCC=3N2C(=NN3)CN3CCCC3)C3=CC=CC=C3)C1 (8-chloro-1-(pyrrolidinomethyl)-6-phenyl-4H-s-triazolo[4,3-a][1,4]benzodiazepine). RXN SMILES: [Cl:1][C:2]1[CH:3]=[CH:4][C:5]2[N:11]3[C:12]([CH2:15]Cl)=[N:13][N:14]=[C:10]3[CH2:9][N:8]=[C:7]([C:17]3[CH:22]=[CH:21][CH:20]=[CH:19][CH:18]=3)[C:6]=2[CH:23]=1.[I-].[K+].[NH:26]1[CH2:30][CH2:29][CH2:28][CH2:27]1>O1CCCC1>[Cl:1][C:2]1[CH:3]=[CH:4][C:5]2[N:11]3[C:12]([CH2:15][N:26]4[CH2:30][CH2:29][CH2:28][CH2:27]4)=[N:13][N:14]=[C:10]3[CH2:9][N:8]=[C:7]([C:17]3[CH:18]=[CH:19][CH:20]=[CH:21][CH:22]=3)[C:6]=2[CH:23]=1 |f:1.2|. Procedure: A stirred mixture of 8-chloro-1-(chloromethyl)-6-phenyl-4H-s-triazolo[4,3-a][1,4]benzodiazepine (1.37 g., 0.004 mole), potassium iodide (0.67 g., 0.004 mole), pyrrolidine (0.853 g., 0.012 mole) and tetrahydrofuran (100 ml.) is kept at ambient temperature (25° C.) for 18 hours and then concentrated in vacuo. The residue is mixed with water and extracted with methylene chloride. The extract is washed with brine, dried over anhydrous sodium sulfate and concentrated. The residue is crystallized to g... Reactants: NC(=O)c1cc(O)c(O)c(O)c1, CCOC(C)=O, O=S(Cl)Cl. The product is N#Cc1cc(O)c(O)c(O)c1. As a reaction SMILES: [C:1]([c:2]1[cH:3][c:4]([OH:5])[c:6]([OH:7])[c:8]([OH:9])[cH:10]1)(=[O:11])[NH2:12].[CH3:17][CH2:18][O:19][C:20](=[O:21])[CH3:22].[S:13]([Cl:14])([Cl:15])=[O:16]>>[C:1]([c:2]1[cH:3][c:4]([OH:5])[c:6]([OH:7])[c:8]([OH:9])[cH:10]1)#[N:12].